From a dataset of the Open Reaction Database (ORD), a public repository of structured organic reaction records. describe an organic reaction: reactants, conditions, products, and yield Reactants: O=C(Cl)CBr, ClCCl, CCN(C(C)C)C(C)C, Cl, O, O=C(OCc1ccccc1)N1CCNC(CO)C1. Product: O=C(OCc1ccccc1)N1CCN(C(=O)CBr)C(CO)C1. As a reaction SMILES: [Br:29][CH2:30][C:31](=[O:32])[Cl:33].[CH2:35]([Cl:36])[Cl:37].[CH:20]([N:21]([CH2:22][CH3:23])[CH:24]([CH3:25])[CH3:26])([CH3:27])[CH3:28].[ClH:1].[OH2:34].[OH:2][CH2:3][CH:4]1[CH2:5][N:6]([C:10](=[O:11])[O:12][CH2:13][c:14]2[cH:15][cH:16][cH:17][cH:18][cH:19]2)[CH2:7][CH2:8][NH:9]1>>[OH:2][CH2:3][CH:4]1[CH2:5][N:6]([C:10](=[O:11])[O:12][CH2:13][c:14]2[cH:15][cH:16][cH:17][cH:18][cH:19]2)[CH2:7][CH2:8][N:9]1[C:31]([CH2:30][Br:29])=[O:32]. Procedure: Following the procedure set out in Example 7 above, isodecanoic acid was reacted with equal molar quantities each of trimethylamine and propylene oxide to obtain trimethyl-N-2-hydroxypropyl ammonium isodecanoate which structure was confirmed by NMR analysis as reported in Table 2. ##STR5## The reactants are C(CCCCCCC(C)C)(=O)O (isodecanoic acid), CN(C)C (trimethylamine), C1C(C)O1 (propylene oxide). Reaction SMILES: [C:1]([OH:12])(=[O:11])[CH2:2][CH2:3][CH2:4][CH2:5][CH2:6][CH2:7][CH:8]([CH3:10])[CH3:9].[CH3:13][N:14]([CH3:16])[CH3:15].[CH2:17]1[O:20][CH:18]1[CH3:19]>>[C:1]([O-:12])(=[O:11])[CH2:2][CH2:3][CH2:4][CH2:5][CH2:6][CH2:7][CH:8]([CH3:9])[CH3:10].[CH3:13][N+:14]([CH3:16])([CH3:15])[CH2:17][CH:18]([OH:20])[CH3:19] |f:3.4|. Yields the product C(CCCCCCC(C)C)(=O)[O-].C[N+](CC(C)O)(C)C (trimethyl-N-2-hydroxypropyl ammonium isodecanoate). Reactants: BrC1=CC=C(NCC2=CC(=NN2C2=C(C=CC=C2)Cl)C(F)(F)F)C=C1 (4-bromo-N-((1-(2-chlorophenyl)-3-(trifluoromethyl)-1H-pyrazol-5-yl)methyl)aniline), CS(=O)(=O)C=1C=C(C=CC1)B(O)O (3-(methylsulfonyl)phenylboronic acid), C(Cl)Cl (CH2Cl2), C(=O)([O-])[O-].[K+].[K+] (K2CO3). The reagents and catalysts are C1=CC=C(C=C1)P([C-]2C=CC=C2)C3=CC=CC=C3.C1=CC=C(C=C1)P([C-]2C=CC=C2)C3=CC=CC=C3.Cl[Pd]Cl.[Fe+2] (PdCl2(dppf)). The solvent is COCCOC (DME). Conditions: temperature 140 celsius. Product: ClC1=C(C=CC=C1)N1N=C(C=C1CNC1=CC=C(C=C1)C1=CC(=CC=C1)S(=O)(=O)C)C(F)(F)F (N-((1-(2-chlorophenyl)-3-(trifluoromethyl)-1H-pyrazol-5-yl)methyl)-3′-(methylsulfonyl)biphenyl-4-amine). RXN SMILES: Br[C:2]1[CH:25]=[CH:24][C:5]([NH:6][CH2:7][C:8]2[N:12]([C:13]3[CH:18]=[CH:17][CH:16]=[CH:15][C:14]=3[Cl:19])[N:11]=[C:10]([C:20]([F:23])([F:22])[F:21])[CH:9]=2)=[CH:4][CH:3]=1.[CH3:26][S:27]([C:30]1[CH:31]=[C:32](B(O)O)[CH:33]=[CH:34][CH:35]=1)(=[O:29])=[O:28].C(Cl)Cl.C([O-])([O-])=O.[K+].[K+]>COCCOC.C1C=CC(P(C2C=CC=CC=2)[C-]2C=CC=C2)=CC=1.C1C=CC(P(C2C=CC=CC=2)[C-]2C=CC=C2)=CC=1.Cl[Pd]Cl.[Fe+2]>[Cl:19][C:14]1[CH:15]=[CH:16][CH:17]=[CH:18][C:13]=1[N:12]1[C:8]([CH2:7][NH:6][C:5]2[CH:24]=[CH:25][C:2]([C:34]3[CH:33]=[CH:32][CH:31]=[C:30]([S:27]([CH3:26])(=[O:29])=[O:28])[CH:35]=3)=[CH:3][CH:4]=2)=[CH:9][C:10]([C:20]([F:23])([F:22])[F:21])=[N:11]1 |f:3.4.5,7.8.9.10|. Procedure details: A mixture of 225 mg of 4-bromo-N-((1-(2-chlorophenyl)-3-(trifluoromethyl)-1H-pyrazol-5-yl)methyl)aniline (0.52 mmol), 160 mg of 3-(methylsulfonyl)phenylboronic acid (0.82 mmol), 27 mg of PdCl2(dppf).CH2Cl2 (33 μmol), and 0.5 mL of 3.5 M aqueous K2CO3 (1.75 mmol) in DME (2.5 mL) was placed in a 5 mL microwave reaction vial and heated to 140° C. for 10 minutes in the Biotage Initiator microwave reactor. After cooling to room temperature the vial was opened and the lower aqueous layer was removed b... Procedure: To a mixture of 5-nitroanthranilic acid (24.6 g, 135 mmol) and pyridine (14.2 mL, 175 mmol) in N,N-dimethylformamide (140 mL) cooled to 0° C. was added tert-butylbenzoyl chloride (31.6 mL, 162 mmol). After stirring for 1 h, the reaction mixture was heated at 75° C. for 4 h, cooled, and poured into an ice/water mixture. The resulting solid was filtered, washed with water and a 1:2 mixture of diethyl ether/hexanes, and dried in vacuo at 150° C. for 2 h to give 37.1 g (80%) of the title compound as... The product is C(C)(C)(C)C1=CC=C(C(=O)NC2=C(C(=O)O)C=C(C=C2)[N+](=O)[O-])C=C1 (2-(4-tert-Butylbenzoylamino)-5-nitrobenzoic Acid). As a reaction SMILES: [N+:1]([C:4]1[CH:12]=[C:8]([C:9]([OH:11])=[O:10])[C:7]([NH2:13])=[CH:6][CH:5]=1)([O-:3])=[O:2].N1C=CC=CC=1.[C:20]([C:24]1[CH:32]=[CH:31][CH:30]=[CH:29][C:25]=1C(Cl)=O)([CH3:23])([CH3:22])[CH3:21].CN(C)[CH:35]=[O:36]>>[C:20]([C:24]1[CH:25]=[CH:29][C:30]([C:35]([NH:13][C:7]2[CH:6]=[CH:5][C:4]([N+:1]([O-:3])=[O:2])=[CH:12][C:8]=2[C:9]([OH:11])=[O:10])=[O:36])=[CH:31][CH:32]=1)([CH3:21])([CH3:22])[CH3:23]. The yield is 80.0%. The reactants are ice water, [N+](=O)([O-])C1=CC=C(C(C(=O)O)=C1)N (5-nitroanthranilic acid), N1=CC=CC=C1 (pyridine), CN(C=O)C (N,N-dimethylformamide), C(C)(C)(C)C1=C(C(=O)Cl)C=CC=C1 (tert-butylbenzoyl chloride). Run at temperature 0 celsius, time 1 hour. Reactants: C(CCCCCCC\C=C/C\C=C/CCCCC)(=O)OCC(O)CO (glyceryl monolinoleate), C1(CCC(=O)O1)=O (succinic anhydride), C1(CCC(=O)O1)=O (succinic anhydride). Conditions: temperature 140 celsius, time 3 hour. The product is C(CCCCCCC\C=C/C\C=C/CCCCC)(=O)OCC(O)CO.C(CCC(=O)[O-])(=O)[O-] (glyceryl monolinoleate succinate). Reaction SMILES: [C:1]([O:20][CH2:21][CH:22]([CH2:24][OH:25])[OH:23])(=[O:19])[CH2:2][CH2:3][CH2:4][CH2:5][CH2:6][CH2:7][CH2:8]/[CH:9]=[CH:10]\[CH2:11]/[CH:12]=[CH:13]\[CH2:14][CH2:15][CH2:16][CH2:17][CH3:18].[C:26]1(=[O:32])[O:31][C:29](=[O:30])[CH2:28][CH2:27]1>>[C:1]([O:20][CH2:21][CH:22]([CH2:24][OH:25])[OH:23])(=[O:19])[CH2:2][CH2:3][CH2:4][CH2:5][CH2:6][CH2:7][CH2:8]/[CH:9]=[CH:10]\[CH2:11]/[CH:12]=[CH:13]\[CH2:14][CH2:15][CH2:16][CH2:17][CH3:18].[C:26]([O-:31])(=[O:32])[CH2:27][CH2:28][C:29]([O-:19])=[O:30] |f:2.3|. Reported procedure: 29.97 gm (84.6 mmoles) of glyceryl monolinoleate were added to a dry 100 ml, single neck, round bottom flask. A football stir bar was added and a nitrogen inlet adapter was attached. The reaction flask was placed into a room temperature oil bath and a nitrogen blanket was applied. The oil bath temperature was raised to 140° C. Once at 140° C., 8.47 gm (84.6 mmoles) succinic anhydride were added and the temperature was raised to 200° C. Heat tape was wrapped around the outside of the top of the f... Starting materials: FC=1C=C(C=CC1N1C[C@@H](CC1)NC(=O)OC(C)(C)C)N1C(O[C@H](C1)CO)=O (3-(3-Fluoro-4-((3R)-3-t-butoxycarbonylamino-1-pyrrolidinyl)phenyl)-5(R)-hydroxymethyloxazolidin-2-one), C(CCC)P(CCCC)CCCC (Tributylphosphine), OC1=NOC=C1 (3-hydroxyisoxazole), N(=NC(=O)N1CCCCC1)C(=O)N1CCCCC1 (1,1′-(azodicarbonyl)dipiperidine). The solvent is O1CCCC1 (tetrahydrofuran). Reaction conditions: time 18 hour. Product: C(C)(C)(C)OC(=O)N[C@H]1CN(CC1)C1=C(C=C(C=C1)N1C(O[C@H](C1)COC1=NOC=C1)=O)F (3-(4-((3R)-3-t-Butoxycarbonylamino-1-pyrrolidinyl)-3-fluorophenyl)-5(R)-(isoxazol-3-yloxymethyl)oxazolidin-2-one). The yield is 66.7%. Reaction SMILES: [F:1][C:2]1[CH:3]=[C:4]([N:21]2[CH2:25][C@H:24]([CH2:26][OH:27])[O:23][C:22]2=[O:28])[CH:5]=[CH:6][C:7]=1[N:8]1[CH2:12][CH2:11][C@@H:10]([NH:13][C:14]([O:16][C:17]([CH3:20])([CH3:19])[CH3:18])=[O:15])[CH2:9]1.O[C:30]1[CH:34]=[CH:33][O:32][N:31]=1.N(C(N1CCCCC1)=O)=NC(N1CCCCC1)=O.C(P(CCCC)CCCC)CCC>O1CCCC1>[C:17]([O:16][C:14]([NH:13][C@@H:10]1[CH2:11][CH2:12][N:8]([C:7]2[CH:6]=[CH:5][C:4]([N:21]3[CH2:25][C@H:24]([CH2:26][O:27][C:30]4[CH:34]=[CH:33][O:32][N:31]=4)[O:23][C:22]3=[O:28])=[CH:3][C:2]=2[F:1])[CH2:9]1)=[O:15])([CH3:18])([CH3:19])[CH3:20]. Reported procedure: 3-(3-Fluoro-4-((3R)-3-t-butoxycarbonylamino-1-pyrrolidinyl)phenyl)-5(R)-hydroxymethyloxazolidin-2-one (5 g, 12.7 mmol), 3-hydroxyisoxazole (2.15 g, 25.3 mmol), and 1,1′-(azodicarbonyl)dipiperidine (6.39 g, 25.3 mmol) were suspended by stirring in dry tetrahydrofuran (100 ml) under nitrogen and cooled to 5° in an ice-bath. Tributylphosphine (5.12 g, 25.3 mmol) was added dropwise over 20 minutes, and the solution stirred 18 hours, allowing the temperature to rise to ambient. Reduced azo compound w... The reactants are O=C([O-])[O-], CN(C)C=O, CNC(=O)c1ccc(F)cn1, [K+], [K+], O, COCC(C)Oc1cc(O)cc(-c2ccc(C3=NCC(CO)O3)[nH]2)c1. Product: CNC(=O)c1ccc(Oc2cc(OC(C)COC)cc(-c3ccc(C4=NCC(CO)O4)[nH]3)c2)cn1. RXN SMILES: [C:37](=[O:38])([O-:39])[O-:40].[CH3:44][N:45]([CH3:46])[CH:47]=[O:48].[F:1][c:2]1[cH:3][cH:4][c:5]([C:8](=[O:9])[NH:10][CH3:11])[n:6][cH:7]1.[K+:41].[K+:42].[OH2:43].[OH:12][CH2:13][CH:14]1[CH2:15][N:16]=[C:17]([c:19]2[cH:20][cH:21][c:22](-[c:24]3[cH:25][c:26]([OH:36])[cH:27][c:28]([O:30][CH:31]([CH2:32][O:33][CH3:34])[CH3:35])[cH:29]3)[nH:23]2)[O:18]1>>[c:2]1([O:36][c:26]2[cH:25][c:24](-[c:22]3[cH:21][cH:20][c:19]([C:17]4=[N:16][CH2:15][CH:14]([CH2:13][OH:12])[O:18]4)[nH:23]3)[cH:29][c:28]([O:30][CH:31]([CH2:32][O:33][CH3:34])[CH3:35])[cH:27]2)[cH:3][cH:4][c:5]([C:8](=[O:9])[NH:10][CH3:11])[n:6][cH:7]1.